This data is from the Open Reaction Database (ORD), a public repository of structured organic reaction records. The task is: describe an organic reaction: reactants, conditions, products, and yield Reactants: CCCCO, CCN(C(C)C)C(C)C, Cc1ccc(S(=O)(=O)n2cc(I)c3c(Cl)nc(Cl)nc32)cc1, Nc1ccc2cn[nH]c2c1. The product is Cc1ccc(S(=O)(=O)n2cc(I)c3c(Nc4ccc5cn[nH]c5c4)nc(Cl)nc32)cc1. As a reaction SMILES: [CH2:42]([OH:43])[CH2:44][CH2:45][CH3:46].[CH:33]([N:34]([CH2:35][CH3:36])[CH:37]([CH3:38])[CH3:39])([CH3:40])[CH3:41].[Cl:1][c:2]1[n:3][c:4]([Cl:22])[c:5]2[c:6]([n:7]1)[n:8]([S:12](=[O:13])(=[O:14])[c:15]1[cH:16][cH:17][c:18]([CH3:19])[cH:20][cH:21]1)[cH:9][c:10]2[I:11].[NH2:23][c:24]1[cH:25][cH:26][c:27]2[cH:28][n:29][nH:30][c:31]2[cH:32]1>>[Cl:1][c:2]1[n:3][c:4]([NH:23][c:24]2[cH:25][cH:26][c:27]3[cH:28][n:29][nH:30][c:31]3[cH:32]2)[c:5]2[c:6]([n:7]1)[n:8]([S:12](=[O:13])(=[O:14])[c:15]1[cH:16][cH:17][c:18]([CH3:19])[cH:20][cH:21]1)[cH:9][c:10]2[I:11].